Dataset: the Open Reaction Database (ORD), a public repository of structured organic reaction records. Task: describe an organic reaction: reactants, conditions, products, and yield The reactants are COC1=CC=NC=C1 (4-methoxypyridine), Allyl-MgBr, C1CCOC1 (THF), Cl (HCl), C1=CC=C(C=C1)COC(=O)Cl (Cbz-Cl). The solvent is CCOCC (ether). Run at temperature -23 celsius, time 30 minute. Product: C(C=C)C1N(C=CC(C1)=O)C(=O)OCC1=CC=CC=C1 (benzyl 2-allyl-4-oxo-3,4-dihydropyridine-1(2H)-carboxylate). As a reaction SMILES: C[O:2][C:3]1[CH:8]=[CH:7][N:6]=[CH:5][CH:4]=1.[CH:9]1[CH:14]=[CH:13][C:12]([CH2:15][O:16][C:17](Cl)=[O:18])=[CH:11][CH:10]=1.Cl.[CH2:21]1[CH2:25]OC[CH2:22]1>CCOCC>[CH2:25]([CH:7]1[CH2:8][C:3](=[O:2])[CH:4]=[CH:5][N:6]1[C:17]([O:16][CH2:15][C:12]1[CH:13]=[CH:14][CH:9]=[CH:10][CH:11]=1)=[O:18])[CH:21]=[CH2:22]. Procedure: At −23° C., to a solution of 4-methoxypyridine (5.45 g, 50 mmol) in THF (50 mL), 1.0 N Allyl-MgBr (50 mL, 50 mmol) in ether was added to form a yellow suspension. 95% Cbz-Cl (7.4 mL, 50 mmol) was then added dropwise. The yellow mixture was stirred at −23° C. for 30 mins and then poured into 10% HCl (100 mL). The reaction mixture was extracted with ethyl acetate. After removal of solvent, the crude product was purified by silica gel chromatography (gradient, 10% to 25% EtOAc/hexanes) to give benz... Starting materials: CC(=O)SCC(Cc1ccccc1)C(=O)Cl, O=C([O-])O, Cc1ccc(C(=O)O)cc1N, [Na+], C1CCOC1, O. Yields the product CC(=O)SCC(Cc1ccccc1)C(=O)Nc1cc(C(=O)O)ccc1C. RXN SMILES: [C:12]([CH3:13])(=[O:14])[S:15][CH2:16][CH:17]([C:18](=[O:19])[Cl:20])[CH2:21][c:22]1[cH:23][cH:24][cH:25][cH:26][cH:27]1.[C:28](=[O:29])([O-:30])[OH:31].[NH2:1][c:2]1[cH:3][c:4]([C:5](=[O:6])[OH:7])[cH:8][cH:9][c:10]1[CH3:11].[Na+:32].[O:34]1[CH2:35][CH2:36][CH2:37][CH2:38]1.[OH2:33]>>[NH:1]([c:2]1[cH:3][c:4]([C:5](=[O:6])[OH:7])[cH:8][cH:9][c:10]1[CH3:11])[C:18]([CH:17]([CH2:16][S:15][C:12]([CH3:13])=[O:14])[CH2:21][c:22]1[cH:23][cH:24][cH:25][cH:26][cH:27]1)=[O:19].